The task is: describe an organic reaction: reactants, conditions, products, and yield. This data is from the Open Reaction Database (ORD), a public repository of structured organic reaction records. The product is CCC(CC)C(O)c1ccc(NC(C)=O)cc1. Reactants: [BH4-], CCC(CC)C(=O)c1ccc(NC(C)=O)cc1, CO, [Na+]. Reaction SMILES: [BH4-:18].[CH2:1]([CH3:2])[CH:3]([C:4](=[O:5])[c:6]1[cH:7][cH:8][c:9]([NH:12][C:13]([CH3:14])=[O:15])[cH:10][cH:11]1)[CH2:16][CH3:17].[CH3:20][OH:21].[Na+:19]>>[CH2:1]([CH3:2])[CH:3]([CH:4]([OH:5])[c:6]1[cH:7][cH:8][c:9]([NH:12][C:13]([CH3:14])=[O:15])[cH:10][cH:11]1)[CH2:16][CH3:17]. The reactants are BrC1=CC2=C(OCC(CN3C2=CC=2C=CC=CC32)O)C=C1 (2-bromo-7,8-dihydro-6H-benzo[2,3][1,5]oxazocino[5,4-a]indol-7-ol). Run in C(Cl)Cl (CH2Cl2), [O-]S(=O)(=S)[O-].[Na+].[Na+] (Na2S2O3), C(=O)(O)[O-].[Na+] (NaHCO3). Run at time 8 hour. The product is BrC1=CC2=C(OCC(CN3C2=CC=2C=CC=CC32)=O)C=C1 (2-bromo-6H-benzo[2,3][1,5]oxazocino[5,4-a]indol-7(8H)-one). Isolated yield 70.1%. RXN SMILES: [Br:1][C:2]1[CH:21]=[CH:20][C:5]2[O:6][CH2:7][CH:8]([OH:19])[CH2:9][N:10]3[C:18]4[CH:17]=[CH:16][CH:15]=[CH:14][C:13]=4[CH:12]=[C:11]3[C:4]=2[CH:3]=1>C(Cl)Cl.[O-]S([O-])(=S)=O.[Na+].[Na+].C([O-])(O)=O.[Na+]>[Br:1][C:2]1[CH:21]=[CH:20][C:5]2[O:6][CH2:7][C:8](=[O:19])[CH2:9][N:10]3[C:18]4[CH:17]=[CH:16][CH:15]=[CH:14][C:13]=4[CH:12]=[C:11]3[C:4]=2[CH:3]=1 |f:2.3.4,5.6|. Procedure: DMP (742 mg, 1.749 mmol) was added to the solution of 2-bromo-7,8-dihydro-6H-benzo[2,3][1,5]oxazocino[5,4-a]indol-7-ol (500 mg, 1.46 mmol) in CH2Cl2 (5 mL) at 0° C. The mixture was stirred at room temperature overnight. The mixture was then diluted with saturated Na2S2O3 and NaHCO3 (30 mL, 30 mL). The mixture was extracted with ethyl acetate (20 mL×3). The organic layer was washed with brine (30 mL×3), dried over Na2SO4 and concentrated in vacuo. The resulting residue was purified using prep-TLC... Reactants: ClC=1C=CC(=C(C1)C1=CC(NC=C1OC)=O)OC(F)F (4-[5-chloro-2-(difluoromethoxy)phenyl]-5-methoxypyridin-2(1H)-one), BrC(C(=O)O)C (2-bromopropanoic acid), crude product. Yields the product ClC=1C=CC(=C(C1)C1=CC(N(C=C1OC)C(C(=O)O)C)=O)OC(F)F (2-{4-[5-Chloro-2-(difluoromethoxy)phenyl]-5-methoxy-2-oxopyridin-1(2H)-yl}propanoic acid). As a reaction SMILES: [Cl:1][C:2]1[CH:3]=[CH:4][C:5]([O:17][CH:18]([F:20])[F:19])=[C:6]([C:8]2[C:13]([O:14][CH3:15])=[CH:12][NH:11][C:10](=[O:16])[CH:9]=2)[CH:7]=1.Br[CH:22]([CH3:26])[C:23]([OH:25])=[O:24]>>[Cl:1][C:2]1[CH:3]=[CH:4][C:5]([O:17][CH:18]([F:20])[F:19])=[C:6]([C:8]2[C:13]([O:14][CH3:15])=[CH:12][N:11]([CH:22]([CH3:26])[C:23]([OH:25])=[O:24])[C:10](=[O:16])[CH:9]=2)[CH:7]=1. Procedure details: 127 mg (0.42 mmol) of 4-[5-chloro-2-(difluoromethoxy)phenyl]-5-methoxypyridin-2(1H)-one and 1.5 eq. of 2-bromopropanoic acid (racemate) were reacted according to General Method 4A at 90° C. Yield: 220 mg of crude product which was reacted in the next step without further purification Reactants: FC(CN=C(NC1=NC(=NC=C1)SCCCC(=O)OCC)N)(F)F (ethyl 4-[4-(2-[2,2,2-trifluoroethyl]guanidino)pyrimid-2-ylthio]butyrate), C(O)CN (ethanolamine). Solvent: CO (MeOH). Product: OCCNC(CCCSC1=NC=CC(=N1)NC(=NCC(F)(F)F)N)=O (N-(2-hydroxyethyl)-4-[4-(2-[2,2,2-trifluoroethyl]guanidino)pyrimid-2-ylthio]butyramide). As a reaction SMILES: [F:1][C:2]([F:24])([F:23])[CH2:3][N:4]=[C:5]([NH2:22])[NH:6][C:7]1[CH:12]=[CH:11][N:10]=[C:9]([S:13][CH2:14][CH2:15][CH2:16][C:17]([O:19]CC)=O)[N:8]=1.[CH2:25]([CH2:27][NH2:28])[OH:26]>CO>[OH:26][CH2:25][CH2:27][NH:28][C:17](=[O:19])[CH2:16][CH2:15][CH2:14][S:13][C:9]1[N:8]=[C:7]([NH:6][C:5]([NH2:22])=[N:4][CH2:3][C:2]([F:1])([F:23])[F:24])[CH:12]=[CH:11][N:10]=1. Procedure details: A mixture of ethyl 4-[4-(2-[2,2,2-trifluoroethyl]guanidino)pyrimid-2-ylthio]butyrate (0.2 g.), ethanolamine (0.5 ml.) and MeOH (5 ml.) was heated under reflux for 48 hours and then evaporated to dryness. Water was added to the residue, and the mixture extracted with EtOAc. The extract was dried and evaporated to dryness and the residue recrystallised from a small volume of EtOAc to give N-(2-hydroxyethyl)-4-[4-(2-[2,2,2-trifluoroethyl]guanidino)pyrimid-2-ylthio]butyramide (0.12 g.), m.p. 148°-15... Reactants: COC=1C=C(C=C(C1OC)OC)C1CC(C(=O)O1)=C=O (4-(3,4,5-trimethoxyphenyl)-carbonyl-γ-butyrolactone), O.NN (hydrazine hydrate). The solvent is C(C)O (ethanol). Product: O.COC=1C=C(C=C(C1OC)OC)C1CC(C(O1)=NN)=C=O (4-(3,4,5-Trimethoxyphenyl)-carbonyl-γ-butyrolactone hydrazone hydrate). Reaction SMILES: [CH3:1][O:2][C:3]1[CH:4]=[C:5]([CH:13]2[O:18][C:16](=O)[C:15](=[C:19]=[O:20])[CH2:14]2)[CH:6]=[C:7]([O:11][CH3:12])[C:8]=1[O:9][CH3:10].O.[NH2:22][NH2:23]>C(O)C>[OH2:2].[CH3:1][O:2][C:3]1[CH:4]=[C:5]([CH:13]2[O:18][C:16](=[N:22][NH2:23])[C:15](=[C:19]=[O:20])[CH2:14]2)[CH:6]=[C:7]([O:11][CH3:12])[C:8]=1[O:9][CH3:10] |f:1.2,4.5|. Procedure details: 11.2 g (0.04 mol) of 4-(3,4,5-trimethoxyphenyl)-carbonyl-γ-butyrolactone and 2 ml (0.04 mol) of hydrazine hydrate are stirred in 60 ml of ethanol at room temperature for 1 hour and the precipitate is filtered off with suction. Starting materials: BrCCCCCCCC (1-bromooctane), FC1=C(C=CC(=C1F)O)C1=NC=C(C=N1)C=1C=NC(=CC1)OCCCCCCCC (2-(2,3-difluoro-4-hydroxyphenyl)-5-(6-octyloxypyridin-3-yl)pyrimidine), [H-].[Na+] (sodium hydride), ice water. The solvent is CN(C)C=O (DMF), CN(C)C=O (DMF), CN(C)C=O (DMF). Run at time 30 minute. Yields the product FC1=C(C=CC(=C1F)OCCCCCCCC)C1=NC=C(C=N1)C=1C=NC(=CC1)OCCCCCCCC (2-(2,3-difluoro-4-octyloxyphenyl)-5-(6-octyloxypyridin-3-yl)pyrimidine). Yield: 61.0%. RXN SMILES: [F:1][C:2]1[C:7]([F:8])=[C:6]([OH:9])[CH:5]=[CH:4][C:3]=1[C:10]1[N:15]=[CH:14][C:13]([C:16]2[CH:17]=[N:18][C:19]([O:22][CH2:23][CH2:24][CH2:25][CH2:26][CH2:27][CH2:28][CH2:29][CH3:30])=[CH:20][CH:21]=2)=[CH:12][N:11]=1.[H-].[Na+].Br[CH2:34][CH2:35][CH2:36][CH2:37][CH2:38][CH2:39][CH2:40][CH3:41]>CN(C=O)C>[F:1][C:2]1[C:7]([F:8])=[C:6]([O:9][CH2:34][CH2:35][CH2:36][CH2:37][CH2:38][CH2:39][CH2:40][CH3:41])[CH:5]=[CH:4][C:3]=1[C:10]1[N:15]=[CH:14][C:13]([C:16]2[CH:17]=[N:18][C:19]([O:22][CH2:23][CH2:24][CH2:25][CH2:26][CH2:27][CH2:28][CH2:29][CH3:30])=[CH:20][CH:21]=2)=[CH:12][N:11]=1 |f:1.2|. Procedure details: A solution of 2.4 mmol of 2-(2,3-difluoro-4-hydroxyphenyl)-5-(6-octyloxypyridin-3-yl)pyrimidine in 10 ml of DMF is added dropwise at room temperature and under a protective gas to a suspension of 2.7 mmol of sodium hydride (80 percent in mineral oil) in 5 ml of dry DMF. The mixture is stirred for a further 30 minutes, and 2.7 mmol of 1-bromooctane, dissolved in 10 ml of DMF, are then added slowly. The reaction mixture is stirred at room temperature for 20 hours and introduced into 100 ml of ice/... The reactants are COC1=C(C=CC(=C1)[N+](=O)[O-])C (2-methoxy-1-methyl-4-nitro-benzene), FC(C1=CC=C(C=N1)CC#N)(F)F ((6-trifluoromethyl-pyridin-3-yl)-acetonitrile). Product: COC=1C=C(C=CC1C)NCCC=1C=NC(=CC1)C(F)(F)F ((3-Methoxy-4-methyl-phenyl)-[2-(6-trifluoromethyl-pyridin-3-yl)-ethyl]-amine). The yield is 31.3%. RXN SMILES: [CH3:1][O:2][C:3]1[CH:8]=[C:7]([N+:9]([O-])=O)[CH:6]=[CH:5][C:4]=1[CH3:12].[F:13][C:14]([F:25])([F:24])[C:15]1[N:20]=[CH:19][C:18]([CH2:21][C:22]#N)=[CH:17][CH:16]=1>>[CH3:1][O:2][C:3]1[CH:8]=[C:7]([NH:9][CH2:22][CH2:21][C:18]2[CH:19]=[N:20][C:15]([C:14]([F:25])([F:13])[F:24])=[CH:16][CH:17]=2)[CH:6]=[CH:5][C:4]=1[CH3:12]. Procedure details: In analogy to example 6, step 1, 2-methoxy-1-methyl-4-nitro-benzene (988 mg, 5.91 mmol) was coupled to (6-trifluoromethyl-pyridin-3-yl)-acetonitrile (1.0 g, 5.37 mmol, prepared in example 1, step 1) to give the title compound (521 mg, 31%) as an orange oil MS m/e: 311.1 [M+H]+. Starting materials: C1(=CC=CC=C1)C (toluene), CC(=O)CC(C)C (methylisobutyl ketone), OP(=O)(O)O (H3PO4), OO (H2O2). Reagents/catalysts: same catalyst. Run in O (water). Yields the product C1(=CC=CC=C1O)C (ortho-cresol), C1=C(C=CC=C1O)C (meta-cresol), C1=CC(=CC=C1O)C (para-cresol). The yield is 75.0%. RXN SMILES: [OH:1]P(O)(O)=O.[C:6]1([CH3:12])[CH:11]=[CH:10][CH:9]=[CH:8][CH:7]=1.[CH3:13][C:14]([CH2:16][CH:17]([CH3:19])[CH3:18])=[O:15].OO>O>[C:6]1([CH3:12])[C:11]([OH:15])=[CH:10][CH:9]=[CH:8][CH:7]=1.[CH:16]1[C:14]([OH:15])=[CH:13][CH:6]=[CH:18][C:17]=1[CH3:19].[CH:8]1[C:9]([OH:1])=[CH:10][CH:11]=[C:6]([CH3:12])[CH:7]=1. Reported procedure: 10 g of the same catalyst as in Example 16, previously treated with H3PO4 and fired at 550° C., are placed in a 500-ml reactor together with 75 mls of toluene, 50 mls of methylisobutyl ketone and 20 mls of water. There are added 10 mls of 35% H2O2. There are obtained 0.712 g of ortho-cresol (=14.5%), 0.53 g of meta-cresol (10.8%) and 3.7 g of para-cresol (=75%), with a yield relative to H2O2 of 45%.